The task is: describe an organic reaction: reactants, conditions, products, and yield. This data is from the Open Reaction Database (ORD), a public repository of structured organic reaction records. Reactants: Br, CCN(CC)CCBr, CO, [Na+], [Na+], O=C([O-])[O-], OCCS. As a reaction SMILES: [BrH:11].[CH2:12]([CH3:13])[N:14]([CH2:15][CH2:16][Br:17])[CH2:18][CH3:19].[CH3:20][OH:21].[Na+:5].[Na+:6].[O-:7][C:8](=[O:9])[O-:10].[SH:1][CH2:2][CH2:3][OH:4]>>[S:1]([CH2:2][CH2:3][OH:4])[CH2:16][CH2:15][N:14]([CH2:12][CH3:13])[CH2:18][CH3:19]. Yields the product CCN(CC)CCSCCO. Starting materials: C(C)OC(=O)C(C1=CC=C(C=C1)Cl)=C1N(CCC1)C(C)C (2-(α-ethoxycarbonyl-4-chlorobenzylidene)-1-isopropylpyrrolidine), Cl (hydrochloric acid), C(=O)=O (carbon dioxide). The reagents and catalysts are [Pt].[H][H] (platinum hydrogen). Solvent: [OH-].[Na+] (sodium hydroxide). Yields the product ClC1=CC=C(CC2N(CCC2)C(C)C)C=C1 (2-(4-chlorobenzyl)-1-isopropylpyrrolidine). Reaction SMILES: C(OC([C:6](=[C:14]1[CH2:18][CH2:17][CH2:16][N:15]1[CH:19]([CH3:21])[CH3:20])[C:7]1[CH:12]=[CH:11][C:10]([Cl:13])=[CH:9][CH:8]=1)=O)C.Cl.C(=O)=O>[Pt].[H][H].[OH-].[Na+]>[Cl:13][C:10]1[CH:11]=[CH:12][C:7]([CH2:6][CH:14]2[CH2:18][CH2:17][CH2:16][N:15]2[CH:19]([CH3:21])[CH3:20])=[CH:8][CH:9]=1 |f:3.4,5.6|. Procedure details: Boil 40.6 g of 2-(α-ethoxycarbonyl-4-chlorobenzylidene)-1-isopropylpyrrolidine and 115 ml of conc. hydrochloric acid under reflux until evolution of carbon dioxide ceases. Alkalize the resulting reaction mixture with 250 ml of 6 N sodium hydroxide solution before extracting with 400 ml of diethyl ether, dry the ether phase over sodium sulfate and concentrate it. Dissolve thus-obtained residue in 250 ml of ethanol, and hydrogenate the resulting solution with platinum/hydrogen. Then filter off the... Reactants: C1CCOC1, CC(C)O, Clc1cccnc1Cl, [H-], [Na+]. Product: CC(C)Oc1ncccc1Cl. Reaction SMILES: [CH2:15]1[O:16][CH2:17][CH2:18][CH2:19]1.[CH:1]([CH3:2])([CH3:3])[OH:4].[Cl:7][c:8]1[n:9][cH:10][cH:11][cH:12][c:13]1[Cl:14].[H-:5].[Na+:6]>>[CH:1]([CH3:2])([CH3:3])[O:4][c:8]1[n:9][cH:10][cH:11][cH:12][c:13]1[Cl:14]. Starting materials: NCC1CCCCC1, Cc1c(N)cccc1F, O=C(O)c1ccc(CN2C(=O)C3(COc4cc5c(cc43)CCO5)c3ccccc32)cc1, O=C(O)c1cccc(CN2C(=O)C3(COc4cc5c(cc43)CCO5)c3ccccc32)c1. RXN SMILES: [CH:10]1([CH2:11][NH2:12])[CH2:13][CH2:14][CH2:15][CH2:16][CH2:17]1.[F:1][c:2]1[c:3]([CH3:9])[c:4]([NH2:5])[cH:6][cH:7][cH:8]1.[O:18]=[C:19]1[N:20]([CH2:39][c:40]2[cH:41][cH:42][c:43]([C:44](=[O:45])[OH:46])[cH:47][cH:48]2)[c:21]2[cH:22][cH:23][cH:24][cH:25][c:26]2[C:27]12[c:28]1[c:29]([cH:32][c:33]3[c:37]([cH:38]1)[CH2:36][CH2:35][O:34]3)[O:30][CH2:31]2.[O:49]=[C:50]1[C:51]2([CH2:52][O:53][c:54]3[cH:55][c:56]4[c:57]([cH:58][c:59]32)[CH2:60][CH2:61][O:62]4)[c:63]2[c:64]([cH:65][cH:66][cH:67][cH:68]2)[N:69]1[CH2:70][c:71]1[cH:72][c:73]([C:77]([OH:78])=[O:79])[cH:74][cH:75][cH:76]1>>[F:1][c:2]1[c:3]([CH3:9])[c:4]([NH:5][C:44]([c:43]2[cH:42][cH:41][c:40]([CH2:39][N:20]3[C:19](=[O:18])[C:27]4([c:26]5[c:21]3[cH:22][cH:23][cH:24][cH:25]5)[c:28]3[c:29]([cH:32][c:33]5[c:37]([cH:38]3)[CH2:36][CH2:35][O:34]5)[O:30][CH2:31]4)[cH:48][cH:47]2)=[O:45])[cH:6][cH:7][cH:8]1. Product: Cc1c(F)cccc1NC(=O)c1ccc(CN2C(=O)C3(COc4cc5c(cc43)CCO5)c3ccccc32)cc1. The reactants are FC(C1=NC(=C(C(=C1C(=O)OCC)Cl)C(=O)OC)C(F)(F)F)(F)F (3-Ethyl 5-methyl 2,6-bis(trifluoromethyl)-4-chloro-3,5-pyridinedicarboxylate), C1(CC1)N (cyclopropylamine). Solvent: CN(C)C=O (DMF). The product is C1(CC1)NC1=C(C(=NC(=C1C(=O)OC)C(F)(F)F)C(F)(F)F)C(=O)OCC (3-Ethyl 5-methyl 4-(cyclopropylamino)-2,6-bis(trifluoromethyl)-3,5-pyridinedicarboxylate). Yield: 95.1%. RXN SMILES: [F:1][C:2]([F:24])([F:23])[C:3]1[C:8]([C:9]([O:11][CH2:12][CH3:13])=[O:10])=[C:7](Cl)[C:6]([C:15]([O:17][CH3:18])=[O:16])=[C:5]([C:19]([F:22])([F:21])[F:20])[N:4]=1.[CH:25]1([NH2:28])[CH2:27][CH2:26]1>CN(C=O)C>[CH:25]1([NH:28][C:7]2[C:6]([C:15]([O:17][CH3:18])=[O:16])=[C:5]([C:19]([F:20])([F:21])[F:22])[N:4]=[C:3]([C:2]([F:24])([F:23])[F:1])[C:8]=2[C:9]([O:11][CH2:12][CH3:13])=[O:10])[CH2:27][CH2:26]1. Procedure: This compound was prepared as described in Example 37: 5.0 g (0.013 mol) of product of Example 27, 1.83 ml (0.026 mol) of cyclopropylamine in 30 ml of DMF were reacted at room temperature affording 4.95 g of dark oil which was purified by HPLC using 5% ethyl acetate/cyclohexane as eluting solvent to give 3.87 g (74.4%) of product as a yellow oil, nD25 1.4708. Reactants: CCO, [H][H], CCCCCN(CCCCC)C(=O)C1CCN(C(=O)N(c2ccccc2)c2ccccc2)C(C(=O)NCCN(CC(N)=O)C(=O)OCc2ccccc2)C1. Yields the product CCCCCN(CCCCC)C(=O)C1CCN(C(=O)N(c2ccccc2)c2ccccc2)C(C(=O)NCCNCC(N)=O)C1. As a reaction SMILES: [CH3:57][CH2:58][OH:59].[H:55][H:56].[c:1]1([N:7]([c:8]2[cH:9][cH:10][cH:11][cH:12][cH:13]2)[C:14](=[O:15])[N:16]2[CH:17]([C:35](=[O:36])[NH:37][CH2:38][CH2:39][N:40]([CH2:41][C:42](=[O:43])[NH2:44])[C:45]([O:46][CH2:47][c:48]3[cH:49][cH:50][cH:51][cH:52][cH:53]3)=[O:54])[CH2:18][CH:19]([C:22](=[O:23])[N:24]([CH2:25][CH2:26][CH2:27][CH2:28][CH3:29])[CH2:30][CH2:31][CH2:32][CH2:33][CH3:34])[CH2:20][CH2:21]2)[cH:2][cH:3][cH:4][cH:5][cH:6]1>>[c:1]1([N:7]([c:8]2[cH:9][cH:10][cH:11][cH:12][cH:13]2)[C:14](=[O:15])[N:16]2[CH:17]([C:35](=[O:36])[NH:37][CH2:38][CH2:39][NH:40][CH2:41][C:42](=[O:43])[NH2:44])[CH2:18][CH:19]([C:22](=[O:23])[N:24]([CH2:25][CH2:26][CH2:27][CH2:28][CH3:29])[CH2:30][CH2:31][CH2:32][CH2:33][CH3:34])[CH2:20][CH2:21]2)[cH:2][cH:3][cH:4][cH:5][cH:6]1. The reactants are aqueous solution, [OH-].[Na+] (NaOH), C1CCOC1 (THF), ClC1=C(C=CC(=C1)NCC1=C(C=C(C=C1)C(F)(F)F)C=1C=CC(=NC1)C(=O)NCCC(=O)OCC)C1=C(C=C(C=C1)Cl)C (ethyl 3-(5-(2-(((2,4′-dichloro-2′-methyl-[1,1′-biphenyl]-4-yl)amino)methyl)-5-(trifluoromethyl)phenyl)picolinamido)propanoate). Solvent: CO (MeOH). Yields the product ClC1=C(C=CC(=C1)NCC1=C(C=C(C=C1)C(F)(F)F)C=1C=CC(=NC1)C(=O)NCCC(=O)O)C1=C(C=C(C=C1)Cl)C (3-(5-(2-(((2,4′-dichloro-2′-methyl-[1,1′-biphenyl]-4-yl)amino)methyl)-5-(trifluoromethyl)phenyl)picolinamido)propanoic acid). As a reaction SMILES: [OH-].[Na+].C1COCC1.[Cl:8][C:9]1[CH:14]=[C:13]([NH:15][CH2:16][C:17]2[CH:22]=[CH:21][C:20]([C:23]([F:26])([F:25])[F:24])=[CH:19][C:18]=2[C:27]2[CH:28]=[CH:29][C:30]([C:33]([NH:35][CH2:36][CH2:37][C:38]([O:40]CC)=[O:39])=[O:34])=[N:31][CH:32]=2)[CH:12]=[CH:11][C:10]=1[C:43]1[CH:48]=[CH:47][C:46]([Cl:49])=[CH:45][C:44]=1[CH3:50]>CO>[Cl:8][C:9]1[CH:14]=[C:13]([NH:15][CH2:16][C:17]2[CH:22]=[CH:21][C:20]([C:23]([F:24])([F:26])[F:25])=[CH:19][C:18]=2[C:27]2[CH:28]=[CH:29][C:30]([C:33]([NH:35][CH2:36][CH2:37][C:38]([OH:40])=[O:39])=[O:34])=[N:31][CH:32]=2)[CH:12]=[CH:11][C:10]=1[C:43]1[CH:48]=[CH:47][C:46]([Cl:49])=[CH:45][C:44]=1[CH3:50] |f:0.1|. Reported procedure: A 3M aqueous solution of NaOH (5.6 mL, 16.7 mmol) was added to a THF (20 mL) and MeOH (10 mL) solution of ethyl 3-(5-(2-(((2,4′-dichloro-2′-methyl-[1,1′-biphenyl]-4-yl)amino)methyl)-5-(trifluoromethyl)phenyl)picolinamido)propanoate (3.5 g, 5.6 mmol) and the resulting homogeneous mixture was stirred at room temperature. After 16 h the resulting mixture was concentrated in vacuo, suspended in water, and acidified with 2 M HCl. The resulting precipitate was filtered off, dried in vacuo, and purifie... The product is O=Cc1c(O)c(Cl)cc2c(=O)c(-c3ccc(Br)cc3)coc12. Reaction SMILES: [Br:1][c:2]1[cH:3][cH:4][c:5](-[c:8]2[cH:9][o:10][c:11]3[cH:12][c:13]([OH:20])[c:14]([Cl:19])[cH:15][c:16]3[c:17]2=[O:18])[cH:6][cH:7]1.[CH3:23][C:24]([OH:25])=[O:26].[ClH:21].[OH2:22]>>[Br:1][c:2]1[cH:3][cH:4][c:5](-[c:8]2[cH:9][o:10][c:11]3[c:12]([CH:24]=[O:25])[c:13]([OH:20])[c:14]([Cl:19])[cH:15][c:16]3[c:17]2=[O:18])[cH:6][cH:7]1. The reactants are O=c1c(-c2ccc(Br)cc2)coc2cc(O)c(Cl)cc12, CC(=O)O, Cl, O. Reactants: C(=O)(C(F)(F)F)O (TFA), C(C)(C)(C)OC1=CC=C(C=N1)OC1CN(C1)C=1C(=C(C=CC1)CO)F ((3-{3-[(6-tert-butoxypyridin-3-yl)oxy]azetidin-1-yl}-2-fluorophenyl)methanol), C1=CN(C=N1)C(=O)N2C=CN=C2 (CDI), C(O)(O)=O.NC(=N)N (guanidine carbonate). Solvent: ClCCl (dichloromethane), CN(C)C=O (DMF). Conditions: time 3 hour. The product is C(=O)(O)[C@H](O)[C@@H](O)C(=O)O.C(N)(=N)NC(OC(C1=CC=CC=C1)N1CC(C1)OC1=CNC(C=C1)=O)=O ({3-[(6-oxo-1,6-dihydropyridin-3-yl)oxy]azetidin-1-yl}benzyl carbamimidoylcarbamate L-tartrate). Reaction SMILES: [C:1]([O:5][C:6]1[N:11]=[CH:10][C:9]([O:12][CH:13]2[CH2:16][N:15]([C:17]3[C:18](F)=[C:19](CO)[CH:20]=[CH:21][CH:22]=3)[CH2:14]2)=[CH:8][CH:7]=1)(C)(C)C.[CH:26]1N=CN(C(N2C=NC=C2)=[O:32])C=1.[C:38](=[O:41])([OH:40])[OH:39].[NH2:42][C:43]([NH2:45])=[NH:44].[C:46]([OH:52])([C:48](F)(F)F)=[O:47]>ClCCl.CN(C=O)C>[C:38]([C@@H:1]([C@H:48]([C:46]([OH:52])=[O:47])[OH:32])[OH:5])([OH:40])=[O:41].[C:43]([NH:45][C:38](=[O:41])[O:39][CH:17]([N:15]1[CH2:14][CH:13]([O:12][C:9]2[CH:8]=[CH:7][C:6](=[O:5])[NH:11][CH:10]=2)[CH2:16]1)[C:18]1[CH:19]=[CH:20][CH:21]=[CH:22][CH:26]=1)(=[NH:42])[NH2:44] |f:2.3,7.8|. Procedure details: To a mixture of (3-{3-[(6-tert-butoxypyridin-3-yl)oxy]azetidin-1-yl}-2-fluorophenyl)methanol (120 mg) and DMF (2 ml) was added CDI (130 mg), followed by stirring at room temperature for 3 hours. To the reaction mixture was added guanidine carbonate (260 mg), followed by stirring at room temperature for 1 hour. The reaction mixture was concentrated under reduced pressure, water and CHCl3 were added thereto, and the organic layer was dried over anhydrous sodium sulfate. After concentrating under r... The reactants are C(C1=CC=CC=C1)(=O)SCCC(=O)NC(C(=O)O)(C)C (2-[(3-Benzoylthiopropanoyl)amino]-2-methylpropanoic acid), [OH-].[NH4+] (ammonium hydroxide). Run in O (water). The product is SCCC(=O)NC(C(=O)O)(C)C (2-[(3-Mercaptopropanoyl)amino]-2-methylpropanoic acid). Reaction SMILES: C([S:9][CH2:10][CH2:11][C:12]([NH:14][C:15]([CH3:20])([CH3:19])[C:16]([OH:18])=[O:17])=[O:13])(=O)C1C=CC=CC=1.[OH-].[NH4+]>O>[SH:9][CH2:10][CH2:11][C:12]([NH:14][C:15]([CH3:20])([CH3:19])[C:16]([OH:18])=[O:17])=[O:13] |f:1.2|. Procedure details: 2.8 g. of the product of Example 45 is treated with a mixture of 20 ml. water and 20 ml. of concentrated ammonium hydroxide solution under an argon blanket for one hour. The benzamide precipitate is filtered and the filtrate is extracted twice with ethyl acetate. The aqueous phase is concentrated in vacuo, acidified with concentrated hydrochloric acid and extracted with ethyl acetate. The organic layer is dried and concentrated to dryness in vacuo and the residual product 2-[(3-mercaptopropanoyl...